From a dataset of the Open Reaction Database (ORD), a public repository of structured organic reaction records. describe an organic reaction: reactants, conditions, products, and yield Starting materials: Cl (HCl), [NH4+].[Cl-] (NH4Cl), [OH-].[K+] (KOH), CC=1N=C(SC1)NC1=C(C=C(C=N1)SCCC(=O)OC)OC1=CC=CC=C1 (methyl 3-(6-(4-methylthiazol-2-ylamino)-5-phenoxypyridin-3-ylthio)propanoate), ClC1=C2C(=NC=C1)CN(C2)C(=O)OCC (ethyl 4-chloro-5H-pyrrolo[3,4-b]pyridine-6(7H)-carboxylate), CC(C)(C)[O-].[K+] (potassium 2-methylpropan-2-olate), [NH4+].[Cl-] (NH4Cl). Solvent: CO (methanol), O (water), CS(=O)C (DMSO). Reaction conditions: time 30 minute. The product is Cl.Cl.Cl.N1=C2C(=C(C=C1)SC=1C=C(C(=NC1)NC=1SC=C(N1)C)OC1=CC=CC=C1)CNC2 (5-(6,7-dihydro-5H-pyrrolo[3,4-b]pyridin-4-ylthio)-N-(4-methylthiazol-2-yl)-3-phenoxypyridin-2-amine trihydrochloride). Isolated yield 33.0%. RXN SMILES: [CH3:1][C:2]1[N:3]=[C:4]([NH:7][C:8]2[N:13]=[CH:12][C:11]([S:14]CCC(OC)=O)=[CH:10][C:9]=2[O:21][C:22]2[CH:27]=[CH:26][CH:25]=[CH:24][CH:23]=2)[S:5][CH:6]=1.[Cl:28][C:29]1[CH:34]=[CH:33][N:32]=[C:31]2[CH2:35][N:36](C(OCC)=O)[CH2:37][C:30]=12.CC([O-])(C)C.[K+].[NH4+].[Cl-:50].[OH-].[K+].Cl>CO.O.CS(C)=O>[ClH:28].[ClH:50].[ClH:28].[N:32]1[CH:33]=[CH:34][C:29]([S:14][C:11]2[CH:10]=[C:9]([O:21][C:22]3[CH:23]=[CH:24][CH:25]=[CH:26][CH:27]=3)[C:8]([NH:7][C:4]3[S:5][CH:6]=[C:2]([CH3:1])[N:3]=3)=[N:13][CH:12]=2)=[C:30]2[CH2:37][NH:36][CH2:35][C:31]=12 |f:2.3,4.5,6.7,12.13.14.15|. Procedure: A 10 mL round-bottomed flask was charged with methyl 3-(6-(4-methylthiazol-2-ylamino)-5-phenoxypyridin-3-ylthio)propanoate (65 mg, 0.16 mmol), ethyl 4-chloro-5H-pyrrolo[3,4-b]pyridine-6(7H)-carboxylate (55 mg, 0.24 mmol), and DMSO (2 mL). The reaction was bubbled through with nitrogen and potassium 2-methylpropan-2-olate (54 mg, 0.49 mmol) was added and stirred at ambient temperature for 30 minutes. The reaction was poured into saturated aqueous NH4Cl and extracted with EtOAc. The organic layer ... Starting materials: C(C)N(CCN1C(C2=C(CCC1)NC(=C2C)C=O)=O)CC (5-(2-diethylamino-ethyl)-3-methyl-4-oxo-1,4,5,6,7,8-hexahydro-pyrrolo[3,2-c]azepine-2-carbaldehyde), FC1=CC=C(C=C1)CS(=O)(=O)C=1C=C2CC(NC2=CC1)=O (5-(4-fluoro-phenylmethanesulfonyl)-1,3-dihydro-indol-2-one), N1CCCCC1 (piperidine). Run in C(C)O (ethanol). Product: title compound, C(C)N(CCN1C(C2=C(CCC1)NC=C2C)=O)CC (5-(2-(diethylamino)ethyl)-3-methyl-5,6,7,8-tetrahydropyrrolo[3,2-c]azepin-4(1H)-one). Isolated yield 132.0%. RXN SMILES: [CH2:1]([N:3]([CH2:20][CH3:21])[CH2:4][CH2:5][N:6]1[CH2:12][CH2:11][CH2:10][C:9]2[NH:13][C:14](C=O)=[C:15]([CH3:16])[C:8]=2[C:7]1=[O:19])[CH3:2].FC1C=CC(CS(C2C=C3C(=CC=2)NC(=O)C3)(=O)=O)=CC=1.N1CCCCC1>C(O)C>[CH2:20]([N:3]([CH2:1][CH3:2])[CH2:4][CH2:5][N:6]1[CH2:12][CH2:11][CH2:10][C:9]2[NH:13][CH:14]=[C:15]([CH3:16])[C:8]=2[C:7]1=[O:19])[CH3:21]. Procedure details: 5-(2-Diethylamino-ethyl)-3-methyl-4-oxo-1,4,5,6,7,8-hexahydro-pyrrolo[3,2-c]azepine-2-carbaldehyde 1j (60 mg, 0.21 mmol) and 5-(4-fluoro-phenylmethanesulfonyl)-1,3-dihydro-indol-2-one 65a (58 mg, 0.19 mmol) were dissolved in 2 ml of ethanol, and added with 34 μl of piperidine the solution at room temperature. Upon completion of the addition, the reaction mixture was heated to reflux for 3 hours. After thin lay chromatography showed the disappearance of starting materials, the reaction mixture wa... Reactants: O=C[C@@H](O)[C@H](O)[C@H](O)[C@H](O)CO (D-(+)-altrose), O=C([C@H](O)[C@H](O)[C@H](O)CO)O (ribonic acid), O=C([C@@H](O)[C@H](O)[C@H](O)CO)O (D-arabinonic acid), O=C[C@H](O)[C@@H](O)[C@H](O)[C@H](O)CO (D-glucose), sugar, reactant 90, O=C[C@H](O)[C@H](O)[C@H](O)[C@H](O)CO (D-(+)-allose). The product is O=C[C@H](O)[C@H](O)[C@H](O)CO (D-(−)-ribose). RXN SMILES: [O:1]=[C:2](O)[C@H:3]([C@@H:5]([C@@H:7]([CH2:9][OH:10])[OH:8])[OH:6])[OH:4].O=C[C@@H]([C@H]([C@@H]([C@@H](CO)O)O)O)O.O=C(O)[C@@H]([C@@H]([C@@H](CO)O)O)O.O=C[C@@H]([C@@H]([C@@H]([C@@H](CO)O)O)O)O.O=C[C@H]([C@@H]([C@@H]([C@@H](CO)O)O)O)O>>[O:1]=[CH:2][C@@H:3]([C@@H:5]([C@@H:7]([CH2:9][OH:10])[OH:8])[OH:6])[OH:4]. Procedure: In another aspect of the second embodiment, D-arabinonic acid reactant 90 may be prepared by decarboxylation 80 of a D-glucose starting material 60 by one or more reactions. Referring to FIG. 2, the starting material can be converted to an arabinonic reactant 90 or a ribonic acid reactant 40 by one or more reaction steps. Preferably, a suitable C-6 sugar starting material is decarboxylated at the C-1 position. Optionally, a starting material comprising D-(+)-allose or D-(+)-altrose can undergo a...